From a dataset of the Open Reaction Database (ORD), a public repository of structured organic reaction records. describe an organic reaction: reactants, conditions, products, and yield Starting materials: FC(C=1C=CC(=NC1)OC=1C=C(C=O)C=CC1)(F)F (3-(5-(trifluoromethyl)pyridin-2-yloxy)benzaldehyde), LiClO4, P(OCC)(OCC)OCC (triethyl phosphite), C[Si](C)(C)Cl (TMSCl). Conditions: time 10 minute. The product is OC(C1=CC(=CC=C1)OC1=NC=C(C=C1)C(F)(F)F)P(OCC)(OCC)=O (Diethyl hydroxy(3-(5-(trifluoromethyl)pyridin-2-yloxy)phenyl)methylphosphonate). Isolated yield 53.6%. Reaction SMILES: [F:1][C:2]([F:19])([F:18])[C:3]1[CH:4]=[CH:5][C:6]([O:9][C:10]2[CH:11]=[C:12]([CH:15]=[CH:16][CH:17]=2)[CH:13]=[O:14])=[N:7][CH:8]=1.[P:20]([O:27]CC)([O:24][CH2:25][CH3:26])[O:21][CH2:22][CH3:23].C[Si](Cl)(C)C>>[OH:14][CH:13]([P:20](=[O:27])([O:24][CH2:25][CH3:26])[O:21][CH2:22][CH3:23])[C:12]1[CH:15]=[CH:16][CH:17]=[C:10]([O:9][C:6]2[CH:5]=[CH:4][C:3]([C:2]([F:18])([F:1])[F:19])=[CH:8][N:7]=2)[CH:11]=1. Procedure: To an ethereal solution of 3-(5-(trifluoromethyl)pyridin-2-yloxy)benzaldehyde (1.6 g, 5.98 mmol) and LiClO4 (5 mL, 5 M solution in diethylether) was added triethyl phosphite (1.24 g, 7.48 mmol) and TMSCl (0.813 g, 7.48 mmol) at 0° C. The reaction mixture was allowed to reach RT and stirred for 10 min. The reaction was quenched by adding distilled water (10 mL), extracted with CH2Cl2, dried and concentrated to dryness. The residue was purified by column chromatography (1:1 EtOAc:Hexane) to afford... Reactants: [BH4-], COC(=O)Cn1nncc1C=C1CN(C(c2ccccc2)(c2ccccc2)c2ccccc2)CCC1=O, [Na+], C1CCOC1. Yields the product COC(=O)Cn1nncc1C=C1CN(C(c2ccccc2)(c2ccccc2)c2ccccc2)CCC1O. RXN SMILES: [BH4-:1].[CH3:3][O:4][C:5](=[O:6])[CH2:7][n:8]1[n:9][n:10][cH:11][c:12]1[CH:13]=[C:14]1[CH2:15][N:16]([C:21]([c:22]2[cH:23][cH:24][cH:25][cH:26][cH:27]2)([c:28]2[cH:29][cH:30][cH:31][cH:32][cH:33]2)[c:34]2[cH:35][cH:36][cH:37][cH:38][cH:39]2)[CH2:17][CH2:18][C:19]1=[O:20].[Na+:2].[O:40]1[CH2:41][CH2:42][CH2:43][CH2:44]1>>[CH3:3][O:4][C:5](=[O:6])[CH2:7][n:8]1[n:9][n:10][cH:11][c:12]1[CH:13]=[C:14]1[CH2:15][N:16]([C:21]([c:22]2[cH:23][cH:24][cH:25][cH:26][cH:27]2)([c:28]2[cH:29][cH:30][cH:31][cH:32][cH:33]2)[c:34]2[cH:35][cH:36][cH:37][cH:38][cH:39]2)[CH2:17][CH2:18][CH:19]1[OH:20]. Starting materials: O[C@@H](C(=O)OC)C(C)C ((R)-methyl 2-hydroxy-3-methylbutanoate), ClC1=C(C=C(C=C1)O)C (4-chloro-3-methylphenol). The product is ClC1=C(C=C(O[C@H](C(=O)OC)C(C)C)C=C1)C ((S)-Methyl 2-(4-chloro-3-methylphenoxy)-3-methylbutanoate). RXN SMILES: [OH:1][C@H:2]([CH:7]([CH3:9])[CH3:8])[C:3]([O:5][CH3:6])=[O:4].[Cl:10][C:11]1[CH:16]=[CH:15][C:14](O)=[CH:13][C:12]=1[CH3:18]>>[Cl:10][C:11]1[CH:16]=[CH:15][C:14]([O:1][C@@H:2]([CH:7]([CH3:9])[CH3:8])[C:3]([O:5][CH3:6])=[O:4])=[CH:13][C:12]=1[CH3:18]. Procedure details: The title compound was prepared following the same protocol as described in Step 1, Example 42, using the (R)-methyl 2-hydroxy-3-methylbutanoate instead of the (S)-methyl 2-hydroxypropanoate and the 4-chloro-3-methylphenol instead of the m-cresol. The reactants are CCN(C(=O)OC(C)(C)C)c1ccccc1-c1ccc(C(=O)OC)c(NC(=O)c2cncc(-c3ccccc3)c2)c1, CO, ClC(Cl)Cl, [Na+], C1COCCO1, [OH-], O=C(O)CC(O)(CC(=O)O)C(=O)O. Yields the product CCN(C(=O)OC(C)(C)C)c1ccccc1-c1ccc(C(=O)O)c(NC(=O)c2cncc(-c3ccccc3)c2)c1. As a reaction SMILES: [C:3]([CH3:4])([CH3:5])([CH3:6])[O:7][C:8](=[O:9])[N:10]([c:11]1[c:12](-[c:17]2[cH:18][c:19]([NH:27][C:28](=[O:29])[c:30]3[cH:31][n:32][cH:33][c:34](-[c:36]4[cH:37][cH:38][cH:39][cH:40][cH:41]4)[cH:35]3)[c:20]([C:21](=[O:22])[O:23][CH3:24])[cH:25][cH:26]2)[cH:13][cH:14][cH:15][cH:16]1)[CH2:42][CH3:43].[CH3:61][OH:62].[CH:57]([Cl:58])([Cl:59])[Cl:60].[Na+:2].[O:63]1[CH2:64][CH2:65][O:66][CH2:67][CH2:68]1.[OH-:1].[OH:44][C:45]([CH2:46][C:47]([C:48](=[O:49])[OH:50])([CH2:51][C:52](=[O:53])[OH:54])[OH:55])=[O:56]>>[C:3]([CH3:4])([CH3:5])([CH3:6])[O:7][C:8](=[O:9])[N:10]([c:11]1[c:12](-[c:17]2[cH:18][c:19]([NH:27][C:28](=[O:29])[c:30]3[cH:31][n:32][cH:33][c:34](-[c:36]4[cH:37][cH:38][cH:39][cH:40][cH:41]4)[cH:35]3)[c:20]([C:21](=[O:22])[OH:23])[cH:25][cH:26]2)[cH:13][cH:14][cH:15][cH:16]1)[CH2:42][CH3:43]. Reactants: methanolic solution, C[O-].[Na+] (sodium methoxide), SC1=NC2=CC=C(C=C2C(N1C1=CC=CC=C1)=O)C (2-mercapto-6-methyl-3- phenyl-4(3H)-quinazolinone), Cl.ClCC1=NC=CC=C1 (2-chloromethylpyridine hydrochloride). Solvent: CO (methanol). Conditions: time 2 hour. Product: CC=1C=C2C(N(C(=NC2=CC1)SCC1=NC=CC=C1)C1=CC=CC=C1)=O (6-Methyl-3-phenyl-2-(2-pyridylmethylthio)-4(3H)-quinazolinone). Yield: 52.3%. Reaction SMILES: C[O-].[Na+].[SH:4][C:5]1[N:14]([C:15]2[CH:20]=[CH:19][CH:18]=[CH:17][CH:16]=2)[C:13](=[O:21])[C:12]2[C:7](=[CH:8][CH:9]=[C:10]([CH3:22])[CH:11]=2)[N:6]=1.Cl.Cl[CH2:25][C:26]1[CH:31]=[CH:30][CH:29]=[CH:28][N:27]=1>CO>[CH3:22][C:10]1[CH:11]=[C:12]2[C:7](=[CH:8][CH:9]=1)[N:6]=[C:5]([S:4][CH2:25][C:26]1[CH:31]=[CH:30][CH:29]=[CH:28][N:27]=1)[N:14]([C:15]1[CH:20]=[CH:19][CH:18]=[CH:17][CH:16]=1)[C:13]2=[O:21] |f:0.1,3.4|. Reported procedure: 9.5 ml of 28% methanolic solution of sodium methoxide were added to a solution of 6.0 g of 2-mercapto-6-methyl-3- phenyl-4(3H)-quinazolinone and 4.0 g of 2-chloromethylpyridine hydrochloride in methanol, the mixture was stirred at room temperature for 2 hours and allowed to stand overnight. Crystals precipitated were collected by filtration and recrystallized from ethyl acetate to give 4.2 g (52.2%) of the title compound. Reactants: BrC=1SC2=C(N1)C=CC(=C2)[N+](=O)[O-] (2-bromo-6-nitrobenzthiazole), CNCCN(C)C (N,N, N-trimethylethylene diamine). The solvent is C(Cl)Cl (CH2Cl2), C1CCOC1 (THF). Yields the product CN(CCN(C=1SC2=C(N1)C=CC(=C2)[N+](=O)[O-])C)C (N,N,N′-Trimethyl-N′-(6-nitro-benzothiazol-2-yl)-ethane-1,2-diamine). The yield is 0.1%. Reaction SMILES: Br[C:2]1[S:3][C:4]2[CH:10]=[C:9]([N+:11]([O-:13])=[O:12])[CH:8]=[CH:7][C:5]=2[N:6]=1.[CH3:14][NH:15][CH2:16][CH2:17][N:18]([CH3:20])[CH3:19]>C1COCC1.C(Cl)Cl>[CH3:19][N:18]([CH3:20])[CH2:17][CH2:16][N:15]([CH3:14])[C:2]1[S:3][C:4]2[CH:10]=[C:9]([N+:11]([O-:13])=[O:12])[CH:8]=[CH:7][C:5]=2[N:6]=1. Procedure: Suspend 2-bromo-6-nitrobenzthiazole (5.00 g, 19.3 mmol) in THF (150 mL). Add N,N, N-trimethylethylene diamine (5.2 g, 40.0 mmol) and stir at room temperature for 6 h. Dilute with CH2Cl2, wash with saturated sodium bicarbonate (2×) and brine, and concentrate in vacuo to afford the crude title compound (5.79 mg, 100%). Carry the crude product on as is. 1H NMR (400 MHz, CDCl3): δ 8.50 (d, 1H, J=2.2 Hz), 8.19 (dd, 1H, J=8.8, 2.2 Hz), 7.49 (d, 1H, J=9.2 Hz), 3.73 (m, 2H), 3.27 (s, 3H), 2.64 (t, 2H, J...